From a dataset of the Open Reaction Database (ORD), a public repository of structured organic reaction records. describe an organic reaction: reactants, conditions, products, and yield The reactants are Cl.N1CC(C1)C1=CC2=C(C3=NC(=CN3CCO2)C=2N(N=CN2)C(C)C)C=C1 (8-Azetidin-3-yl-2-(2-isopropyl-2H-[1,2,4]triazol-3-yl)-4,5-dihydro-6-oxa-1,3a-diaza-benzo[e]azulene hydrochloride), CO (MeOH), ClCC(=O)N(C)C (2-chloro-N,N-dimethylacetamide), crude product. Solvent: C(Cl)Cl (DCM). Product: C(C)(C)N1N=CN=C1C=1N=C2N(CCOC3=C2C=CC(=C3)C3CN(C3)CC(=O)N(C)C)C1 (2-(3-(2-(1-isopropyl-1H-1,2,4-triazol-5-yl)-5,6-dihydrobenzo[f]imidazo[1,2-d][1,4]oxazepin-9-yl)azetidin-1-yl)-N,N-dimethylacetamide). RXN SMILES: Cl.[NH:2]1[CH2:5][CH:4]([C:6]2[CH:27]=[CH:26][C:9]3[C:10]4[N:14]([CH2:15][CH2:16][O:17][C:8]=3[CH:7]=2)[CH:13]=[C:12]([C:18]2[N:19]([CH:23]([CH3:25])[CH3:24])[N:20]=[CH:21][N:22]=2)[N:11]=4)[CH2:3]1.Cl[CH2:29][C:30]([N:32]([CH3:34])[CH3:33])=[O:31].CO>C(Cl)Cl>[CH:23]([N:19]1[C:18]([C:12]2[N:11]=[C:10]3[C:9]4[CH:26]=[CH:27][C:6]([CH:4]5[CH2:3][N:2]([CH2:29][C:30]([N:32]([CH3:34])[CH3:33])=[O:31])[CH2:5]5)=[CH:7][C:8]=4[O:17][CH2:16][CH2:15][N:14]3[CH:13]=2)=[N:22][CH:21]=[N:20]1)([CH3:24])[CH3:25] |f:0.1|. Reported procedure: Following the procedure for 143, 8-azetidin-3-yl-2-(2-isopropyl-2H-[1,2,4]triazol-3-yl)-4,5-dihydro-6-oxa-1,3a-diaza-benzo[e]azulene hydrochloride (Example 65) was reacted with 2-chloro-N,N-dimethylacetamide, the crude product subjected to flash chromatography (SiO2, gradient 0 to 6% MeOH in DCM) to give 198 as a white solid. 1H NMR δ (ppm) (CDCl3): 8.44 (1H, d, J=8.28 Hz), 7.84 (1H, d, J=0.71 Hz), 7.60 (1H, s), 7.10 (1H, dd, J=8.33, 1.81 Hz), 6.97 (1H, d, J=1.72 Hz), 6.01-5.91 (1H, m), 4.48-4.3... Reactants: C1=CC=C(C=C1)/C=C/CO[C@H]2[C@@H]([C@H]([C@@H]([C@H](O2)CO)O)O)O.OCC(O)CO (rosin glycerol), C1CO1 (ethylene oxide), CCCCOCCOCCO (butyl diglycol), [OH-].[Na+] (sodium hydroxide), rosin phenol-glycerol ester, 616, C1CO1 (ethylene oxide), ( a ), C1CO1 (ethylene oxide). Run at time 1 hour. Product: C1=CC=C(C=C1)/C=C/CO[C@H]2[C@@H]([C@H]([C@@H]([C@H](O2)CO)O)O)O (rosin). RXN SMILES: [OH-].[Na+].C1OC1.[CH:6]1[CH:11]=[CH:10][C:9](/[CH:12]=[CH:13]/[CH2:14][O:15][C@@H:16]2[O:21][C@H:20]([CH2:22][OH:23])[C@@H:19]([OH:24])[C@H:18]([OH:25])[C@H:17]2[OH:26])=[CH:8][CH:7]=1.OCC(CO)O.CCCCOCCOCCO>>[CH:6]1[CH:7]=[CH:8][C:9](/[CH:12]=[CH:13]/[CH2:14][O:15][C@@H:16]2[O:21][C@H:20]([CH2:22][OH:23])[C@@H:19]([OH:24])[C@H:18]([OH:25])[C@H:17]2[OH:26])=[CH:10][CH:11]=1 |f:0.1,3.4|. Procedure: After having added 2.4 parts of sodium hydroxide, 468.5 parts of the rosin-phenol-glycerol ester described under (a) are oxalkylated in a pressure vessel, with stirring and feeding in of 616 parts of ethylene oxide at 140° to 150° C., while maintaining a pressure of from 2.5 to 3.5 bars. After the total amount of ethylene oxide has been introduced under pressure, stirring is continued for 1 hour at 140° to 150° C. The resulting viscous rosin-glycerol addition product is reddish brown and contain... Reactants: COC1=CC=C(C=C1)C1C(=O)OC(C1)=O (2-(p-methoxyphenyl)-succinic anhydride), NC1=CC=NC=C1 (4- aminopyridine), C=1(C(=CC=CC1)C)C (xylene). Solvent: O (water). Reaction conditions: time 6.5 hour. The product is COC1=CC=C(C=C1)C1C(N(C(C1)=O)C1=CC=NC=C1)=O (3-(p-methoxyphenyl)-1-(4-pyridyl)-pyrrolidin-2,5-dione). As a reaction SMILES: [CH3:1][O:2][C:3]1[CH:8]=[CH:7][C:6]([CH:9]2[CH2:14][C:13](=[O:15])[O:12][C:10]2=O)=[CH:5][CH:4]=1.[NH2:16][C:17]1[CH:22]=[CH:21][N:20]=[CH:19][CH:18]=1.C1(C)C(C)=CC=CC=1>O>[CH3:1][O:2][C:3]1[CH:4]=[CH:5][C:6]([CH:9]2[CH2:14][C:13](=[O:15])[N:16]([C:17]3[CH:22]=[CH:21][N:20]=[CH:19][CH:18]=3)[C:10]2=[O:12])=[CH:7][CH:8]=1. Reported procedure: The starting material is prepared as follows: The mixture of 57.9 g of 2-(p-methoxyphenyl)-succinic anhydride, 26.3 g of 4- aminopyridine and 500 ml of xylene is refluxed on a water separator while stirring for 6.5 hours. The hot solution is decanted off, cooled, filtered and the residue recrystallized from ethanol, to yield the 3-(p-methoxyphenyl)-1-(4-pyridyl)-pyrrolidin-2,5-dione melting at 179°-180°; its 3,4-dimethoxy-analog melts at 172°-174°.